From a dataset of the Open Reaction Database (ORD), a public repository of structured organic reaction records. describe an organic reaction: reactants, conditions, products, and yield Starting materials: P(=O)([O-])([O-])[O-].[K+].[K+].[K+] (tripotassium phosphate), N1=C(C=CC=C1)C(=O)O (picolinic acid), NC1=NC=CC=C1C1=CC=C(C=C1)O (4-(2-aminopyridin-3-yl)phenol), IC1=CC(=CC=C1)C(F)(F)F (1-iodo-3-(trifluoromethyl)benzene). The reagents and catalysts are [Cu]I (Copper(I) iodide). Run in CS(=O)C (DMSO). Run at temperature 120 celsius, time 2 hour. Yields the product FC(C=1C=C(OC2=CC=C(C=C2)C=2C(=NC=CC2)N)C=CC1)(F)F (3-(4-(3-(trifluoromethyl)phenoxy)phenyl)pyridin-2-amine). The yield is 65.4%. Reaction SMILES: P([O-])([O-])([O-])=O.[K+].[K+].[K+].N1C=CC=CC=1C(O)=O.[NH2:18][C:19]1[C:24]([C:25]2[CH:30]=[CH:29][C:28]([OH:31])=[CH:27][CH:26]=2)=[CH:23][CH:22]=[CH:21][N:20]=1.I[C:33]1[CH:38]=[CH:37][CH:36]=[C:35]([C:39]([F:42])([F:41])[F:40])[CH:34]=1>CS(C)=O.[Cu]I>[F:40][C:39]([F:42])([F:41])[C:35]1[CH:34]=[C:33]([CH:38]=[CH:37][CH:36]=1)[O:31][C:28]1[CH:29]=[CH:30][C:25]([C:24]2[C:19]([NH2:18])=[N:20][CH:21]=[CH:22][CH:23]=2)=[CH:26][CH:27]=1 |f:0.1.2.3|. Procedure details: Copper(I) iodide (61.4 mg) was added to a mixture of tripotassium phosphate (1026 mg), picolinic acid (39.7 mg), 4-(2-aminopyridin-3-yl)phenol (300 mg) and 1-iodo-3-(trifluoromethyl)benzene (526 mg) in DMSO (6 mL). The mixture was stirred at 120° C. under nitrogen for 2 hr. The mixture was purified by column chromatography (silica gel, eluted with EtOAc in hexane) to give the title compound (348 mg) as a pale yellow solid.